Dataset: the Open Reaction Database (ORD), a public repository of structured organic reaction records. Task: describe an organic reaction: reactants, conditions, products, and yield Reactants: CCN=C=NCCCN(C)C, CCN(C(C)C)C(C)C, O=C(c1cc(Cl)ccc1Cl)N1CCNCC1, Cl, Cl, CN(C)C=O, O, On1nnc2ccccc21, O=C(O)CC(=O)Nc1ccc(-c2ccccc2)cc1. Yields the product O=C(CC(=O)N1CCN(C(=O)c2cc(Cl)ccc2Cl)CC1)Nc1ccc(-c2ccccc2)cc1. As a reaction SMILES: [CH3:39][CH2:40][N:41]=[C:42]=[N:43][CH2:44][CH2:45][CH2:46][N:47]([CH3:48])[CH3:49].[CH:11]([N:12]([CH2:13][CH3:14])[CH:15]([CH3:16])[CH3:17])([CH3:18])[CH3:19].[Cl:52][c:53]1[c:54]([C:60](=[O:61])[N:62]2[CH2:63][CH2:64][NH:65][CH2:66][CH2:67]2)[cH:55][c:56]([Cl:59])[cH:57][cH:58]1.[ClH:50].[ClH:51].[O:68]=[CH:69][N:70]([CH3:71])[CH3:72].[OH2:73].[OH:1][n:2]1[c:3]2[c:4]([cH:5][cH:6][cH:7][cH:8]2)[n:9][n:10]1.[c:20]1(-[c:33]2[cH:34][cH:35][cH:36][cH:37][cH:38]2)[cH:21][cH:22][c:23]([NH:26][C:27]([CH2:28][C:29](=[O:30])[OH:31])=[O:32])[cH:24][cH:25]1>>[c:20]1(-[c:33]2[cH:34][cH:35][cH:36][cH:37][cH:38]2)[cH:21][cH:22][c:23]([NH:26][C:27]([CH2:28][C:29](=[O:31])[N:65]2[CH2:64][CH2:63][N:62]([C:60]([c:54]3[c:53]([Cl:52])[cH:58][cH:57][c:56]([Cl:59])[cH:55]3)=[O:61])[CH2:67][CH2:66]2)=[O:32])[cH:24][cH:25]1. Starting materials: TEA, N([C@@H](CC1=CC=CC=C1)C(=O)O)C(=O)OC(C)(C)C (Boc-Phe-OH), S(=O)(=O)(C1=CC=C(C)C=C1)O (TosOH), NCCC(=O)OCC1=CC=CC=C1 (β-Ala-OBzl), C1CCC(CC1)N=C=NC2CCCCC2 (DCC). Solvent: ClC(C)Cl (dichloroethane). Run at temperature 0 celsius, time 8 hour. Product: N([C@@H](CC1=CC=CC=C1)C(=O)NCCC(=O)OCC1=CC=CC=C1)C(=O)OC(C)(C)C (Boc-Phe-β-Ala-OBzl). The yield is 98.0%. Reaction SMILES: [NH:1]([C:13]([O:15][C:16]([CH3:19])([CH3:18])[CH3:17])=[O:14])[C@H:2]([C:10]([OH:12])=O)[CH2:3][C:4]1[CH:9]=[CH:8][CH:7]=[CH:6][CH:5]=1.S(O)(C1C=CC(C)=CC=1)(=O)=O.[NH2:31][CH2:32][CH2:33][C:34]([O:36][CH2:37][C:38]1[CH:43]=[CH:42][CH:41]=[CH:40][CH:39]=1)=[O:35].C1CCC(N=C=NC2CCCCC2)CC1>ClC(Cl)C>[NH:1]([C:13]([O:15][C:16]([CH3:19])([CH3:18])[CH3:17])=[O:14])[C@H:2]([C:10]([NH:31][CH2:32][CH2:33][C:34]([O:36][CH2:37][C:38]1[CH:43]=[CH:42][CH:41]=[CH:40][CH:39]=1)=[O:35])=[O:12])[CH2:3][C:4]1[CH:5]=[CH:6][CH:7]=[CH:8][CH:9]=1. Reported procedure: 2.03 g of TEA was added to a mixture of 5.84 g of Boc-Phe-OH and 7.03 g of TosOH.β-Ala-OBzl in 80 ml of dichloroethane. 4.54 g of DCC was added to the solution at 0 ° C. After stirring for 3 hrs at 0 ° C. and overnight at room temperature, precipitated DCUrea was filtered off and the solvent was distilled in vacuo. The residue was dissolved in ethyl acetate and the solution was washed with 10% citric acid aqueous solution, water, 5% sodium hydrogencarbonate aqueous solution and brine. After dehy... The reactants are C(C(=O)O)(=O)O (oxalic acid), O1[C@@H](C1)COC1=C2C=CNC2=CC=C1 ((S)-(+)-4-(oxiranylmethoxy)-1H-indole), COC1=CC=C(C=C1)C1CCNCC1 (4-(4-methoxyphenyl)piperidine), CO (methanol). Solvent: C(C)(=O)OCC (ethyl acetate), C(C)(=O)OCC (ethyl acetate). Product: C(C(=O)O)(=O)O.N1C=CC2=C(C=CC=C12)OC[C@H](CN1CCC(CC1)C1=CC=C(C=C1)OC)O ((2S)-(-)-1-(4-indolyloxy)-3-(4-(4-methoxyphenyl)piperidin-1-yl)-2-propanol ethanedioate). Reaction SMILES: [O:1]1[CH2:3][C@H:2]1[CH2:4][O:5][C:6]1[CH:14]=[CH:13][CH:12]=[C:11]2[C:7]=1[CH:8]=[CH:9][NH:10]2.[CH3:15][O:16][C:17]1[CH:22]=[CH:21][C:20]([CH:23]2[CH2:28][CH2:27][NH:26][CH2:25][CH2:24]2)=[CH:19][CH:18]=1.[C:29]([OH:34])(=[O:33])[C:30]([OH:32])=[O:31].CO>C(OCC)(=O)C>[C:29]([OH:34])(=[O:33])[C:30]([OH:32])=[O:31].[NH:10]1[C:11]2[C:7](=[C:6]([O:5][CH2:4][C@@H:2]([OH:1])[CH2:3][N:26]3[CH2:27][CH2:28][CH:23]([C:20]4[CH:19]=[CH:18][C:17]([O:16][CH3:15])=[CH:22][CH:21]=4)[CH2:24][CH2:25]3)[CH:14]=[CH:13][CH:12]=2)[CH:8]=[CH:9]1 |f:5.6|. Procedure: The title compound was prepared in similar fashion from (S)-(+)-4-(oxiranylmethoxy)-1H-indole and 4-(4-methoxyphenyl)piperidine. The resulting free base was dissolved in ethyl acetate, and precipitated with one equivalent of oxalic acid in ethyl acetate in 66% overall yield. FDMS m/e=380 (M+ of free base). α[D]589 =-11.77 (c=0.61, methanol). Run in O1CCCC1 (tetrahydrofuran). The reactants are C[Mg]Cl (Methyl magnesium chloride), CN1C(N(C(C=C1C(F)(F)F)=O)C=1C=CC2=C(C(=NS2)C=O)C1)=O (5-[3,6-dihydro-3-methyl-2,6-dioxo-4-(trifluoromethyl)-1(2H)-pyrimidinyl]-1,2-benzisothiazole-3-carboxaldehyde), resultant mixture. Yields the product OC(C)C1=NSC2=C1C=C(C=C2)N2C(N(C(=CC2=O)C(F)(F)F)C)=O (3-[3-(1-Hydroxyethyl)-1,2-benzisothiazol-5-yl]-1-methyl-6-(trifluoromethyl)-2,4(1H,3H)-pyrimidinedione). Isolated yield 711.3%. Procedure details: Methyl magnesium chloride (14.1 ml, 0.0422 mol) is added dropwise to a solution of 5-[3,6-dihydro-3-methyl-2,6-dioxo-4-(trifluoromethyl)-1(2H)-pyrimidinyl]-1,2-benzisothiazole-3-carboxaldehyde (6.00 g, 0.00170 mol) in tetrahydrofuran at -78° C. over 15 minutes. The resultant mixture is stirred at -78° C. for 30 minutes, quenched with saturated ammonium chloride and allowed to warm to room temperature. After dilution with ethyl acetate, the mixture is washed with saturated ammonium chloride, wate... As a reaction SMILES: [CH3:1][Mg]Cl.[CH3:4][N:5]1[C:10]([C:11]([F:14])([F:13])[F:12])=[CH:9][C:8](=[O:15])[N:7]([C:16]2[CH:17]=[CH:18][C:19]3[S:23][N:22]=[C:21]([CH:24]=[O:25])[C:20]=3[CH:26]=2)[C:6]1=[O:27]>O1CCCC1>[OH:25][CH:24]([C:21]1[C:20]2[CH:26]=[C:16]([N:7]3[C:8](=[O:15])[CH:9]=[C:10]([C:11]([F:12])([F:13])[F:14])[N:5]([CH3:4])[C:6]3=[O:27])[CH:17]=[CH:18][C:19]=2[S:23][N:22]=1)[CH3:1]. The reactants are CC1=C(C=C(C=C1)OC)O (2-methyl-5-(methyloxy)phenol), CC1=C(C=C(C=C1)OC)O (2-methyl-5-(methyloxy)phenol), FC1=CC=C(C=C1)[N+](=O)[O-] (1-fluoro-4-nitrobenzene), C([O-])([O-])=O.[K+].[K+] (potassium carbonate). The solvent is C(C)#N (acetonitrile). The product is CC1=C(C=C(C=C1)OC)OC1=CC=C(C=C1)[N+](=O)[O-] (1-methyl-4-(methyloxy)-2-[(4-nitrophenyl)oxy]benzene). Isolated yield 96.4%. Reaction SMILES: [CH3:1][C:2]1[CH:7]=[CH:6][C:5]([O:8][CH3:9])=[CH:4][C:3]=1[OH:10].F[C:12]1[CH:17]=[CH:16][C:15]([N+:18]([O-:20])=[O:19])=[CH:14][CH:13]=1.C(=O)([O-])[O-].[K+].[K+]>C(#N)C>[CH3:1][C:2]1[CH:7]=[CH:6][C:5]([O:8][CH3:9])=[CH:4][C:3]=1[O:10][C:12]1[CH:17]=[CH:16][C:15]([N+:18]([O-:20])=[O:19])=[CH:14][CH:13]=1 |f:2.3.4|. Reported procedure: To a solution of 2-methyl-5-(methyloxy)phenol (Intermediate 12, 1.5 g) and 1-fluoro-4-nitrobenzene (1.4 g, 10.0 mmol) in acetonitrile (100 mL) was added potassium carbonate (2.1 g, 15.2 mmol) and the mixture was stirred at reflux for 5 hours. The resulting mixture was concentrated and partitioned between ethyl acetate (3 times 30 mL) and water (100 mL). The combined ethyl acetate layers were dried over sodium sulphate, filtered and concentrated under vacuum. The crude product thus obtained was p...